From a dataset of the Open Reaction Database (ORD), a public repository of structured organic reaction records. describe an organic reaction: reactants, conditions, products, and yield Starting materials: CN1N=NN=C1SCC(=O)O ((1-methyl-1H-tetrazol-5-ylsulfanyl)-acetic acid), ON1C(CCC1=O)=O (N-hydroxysuccinimide), C1(CCCCC1)N=C=NC1CCCCC1 (N,N'-dicyclohexylcarbodiimid). The solvent is CN(C=O)C (dimetylformamide). Conditions: time 5 day. The product is O=C1N(C(CC1)=O)OC(C)=O (acetic acid 2,5-dioxo-pyrrolidin-1-yl ester). As a reaction SMILES: CN1C(S[CH2:8][C:9]([OH:11])=[O:10])=NN=N1.O[N:13]1[C:17](=[O:18])[CH2:16][CH2:15][C:14]1=[O:19].C1(N=C=NC2CCCCC2)CCCCC1>CN(C)C=O>[O:19]=[C:14]1[CH2:15][CH2:16][C:17](=[O:18])[N:13]1[O:11][C:9](=[O:10])[CH3:8]. Procedure: 5.2 g (885 mmol) (1-methyl-1H-tetrazol-5-ylsulfanyl)-acetic acid (CAS Reg. No 55862-52-7; Saito, Seiki et al, Synlett (1993), 2, 139-40 ; 29) were dissolved in 100 ml dimetylformamide. Then 3.44 g (32.84 mmol) N-hydroxysuccinimide were added. Then 6.78 g N,N'-dicyclohexylcarbodiimid were added. After a few minutes white crystals were obtained. The suspension was stirred for further five days. The crystals were filtered off. Dimethylformamide was removed in vacuum. The residue was taken up in 60 ... The reactants are C1CCOC1, C[Si](C)(C)[N-][Si](C)(C)C, [Cl-], O=C(O)Cc1cccc(Cl)c1, COC(=O)c1ccc(Cl)cn1, [NH4+], [Na+]. Yields the product O=C(Cc1cccc(Cl)c1)c1ccc(Cl)cn1. Reaction SMILES: [CH2:35]1[O:36][CH2:37][CH2:38][CH2:39]1.[CH3:13][Si:14]([N-:15][Si:16]([CH3:17])([CH3:18])[CH3:19])([CH3:20])[CH3:21].[Cl-:33].[Cl:1][c:2]1[cH:3][c:4]([CH2:8][C:9](=[O:10])[OH:11])[cH:5][cH:6][cH:7]1.[Cl:22][c:23]1[cH:24][cH:25][c:26]([C:29]([O:30][CH3:31])=[O:32])[n:27][cH:28]1.[NH4+:34].[Na+:12]>>[Cl:1][c:2]1[cH:3][c:4]([CH2:8][C:9](=[O:11])[c:26]2[cH:25][cH:24][c:23]([Cl:22])[cH:28][n:27]2)[cH:5][cH:6][cH:7]1. The reactants are BrC1=C2C=CC=C(C2=CC=C1)CO ((5-Bromonaphthalen-1-yl)methanol), COC1=C(C=CC(=C1)C(F)(F)F)B(O)O (2-methoxy-4-trifluoromethylphenylboronic acid), CC(C)C1=CC(=C(C(=C1)C(C)C)C2=C(C=CC=C2)P(C3CCCCC3)C4CCCCC4)C(C)C (Xphos), C(=O)([O-])[O-].[K+].[K+] (K2CO3). The reagents and catalysts are CC(=O)[O-].CC(=O)[O-].[Pd+2] (Pd(OAc)2). Run in O (H2O), O1CCOCC1 (dioxane), CCOC(=O)C (EtOAc). Reaction conditions: temperature 100 celsius. Yields the product CCOC(=O)C.CCCCCC (EtOAc hexane). The yield is 49.9%. Reaction SMILES: Br[C:2]1[CH:11]=[CH:10]C=C2[C:3]=1[CH:4]=[CH:5]C=[C:7]2[CH2:12][OH:13].C[O:15][C:16]1C=C(C(F)(F)F)C=C[C:17]=1B(O)O.CC(C1C=C(C(C)C)C(C2C=CC=CC=2P(C2CCCCC2)C2CCCCC2)=C(C(C)C)C=1)C.C([O-])([O-])=O.[K+].[K+]>CCOC(C)=O.CC([O-])=O.CC([O-])=O.[Pd+2].O.O1CCOCC1>[CH3:17][CH2:16][O:15][C:12]([CH3:7])=[O:13].[CH3:10][CH2:11][CH2:2][CH2:3][CH2:4][CH3:5] |f:3.4.5,7.8.9,12.13|. Procedure: (5-Bromonaphthalen-1-yl)methanol (150 mg), 2-methoxy-4-trifluoromethylphenylboronic acid (167 mg, 1.2 eq.), Pd(OAc)2 (14 mg, 0.1 eq.), Xphos (60 mg, 0.2 eq.), and K2CO3 (262 mg, 3 eq.) were combined in a flask with 5 mL dioxane and 1.6 mL H2O and degassed. Reaction mixture was then refluxed at 100° C. for 2 hours. Solution was cooled to room temperature then diluted with EtOAc and washed with saturated NaHCO3. The organic layer was dried over sodium sulfate and concentrated. Chromatography achie... Starting materials: NS(=O)(=O)c1cc(C(=O)O)cc([N+](=O)[O-])c1Cl, OCC(F)(F)F. Yields the product NS(=O)(=O)c1cc(C(=O)O)cc([N+](=O)[O-])c1OCC(F)(F)F. Reaction SMILES: [Cl:1][c:2]1[c:3]([N+:15](=[O:16])[O-:17])[cH:4][c:5]([C:6](=[O:7])[OH:8])[cH:9][c:10]1[S:11]([NH2:12])(=[O:13])=[O:14].[F:18][C:19]([CH2:20][OH:21])([F:22])[F:23]>>[c:2]1([O:21][CH2:20][C:19]([F:18])([F:22])[F:23])[c:3]([N+:15](=[O:16])[O-:17])[cH:4][c:5]([C:6](=[O:7])[OH:8])[cH:9][c:10]1[S:11]([NH2:12])(=[O:13])=[O:14]. Starting materials: ClCCl, CN(C)CC#CCNC(=O)C=CC(=O)O. Yields the product CN(C)CC#CCN1C(=O)C=CC1=O. RXN SMILES: [CH2:16]([Cl:17])[Cl:18].[CH3:1][N:2]([CH2:3][C:4]#[C:5][CH2:6][NH:7][C:8]([CH:9]=[CH:10][C:11](=[O:12])[OH:13])=[O:14])[CH3:15]>>[CH3:1][N:2]([CH2:3][C:4]#[C:5][CH2:6][N:7]1[C:8](=[O:14])[CH:9]=[CH:10][C:11]1=[O:13])[CH3:15].